This data is from the Open Reaction Database (ORD), a public repository of structured organic reaction records. The task is: describe an organic reaction: reactants, conditions, products, and yield The reactants are O=C1CCC(=O)N1Br, ClC(Cl)(Cl)Cl, CCc1ccc2c(-c3cccc(Cl)c3)nc(=O)n(CC)c2n1, CC(C)(C#N)N=NC(C)(C)C#N. The product is CCn1c(=O)nc(-c2cccc(Cl)c2)c2ccc(C(C)Br)nc21. As a reaction SMILES: [Br:1][N:2]1[C:3](=[O:4])[CH2:5][CH2:6][C:7]1=[O:8].[C:43]([Cl:44])([Cl:45])([Cl:46])[Cl:47].[Cl:21][c:22]1[cH:23][c:24](-[c:28]2[c:29]3[c:30]([n:31]([CH2:35][CH3:36])[c:32](=[O:34])[n:33]2)[n:37][c:38]([CH2:41][CH3:42])[cH:39][cH:40]3)[cH:25][cH:26][cH:27]1.[N:9]([C:10]([CH3:11])([CH3:12])[C:13]#[N:14])=[N:15][C:16]([CH3:17])([CH3:18])[C:19]#[N:20]>>[Br:1][CH:41]([c:38]1[n:37][c:30]2[c:29]([c:28](-[c:24]3[cH:23][c:22]([Cl:21])[cH:27][cH:26][cH:25]3)[n:33][c:32](=[O:34])[n:31]2[CH2:35][CH3:36])[cH:40][cH:39]1)[CH3:42]. Starting materials: C(CCC)SC1=CC=2C(N3C(NC2C=C1)=CC(=N3)C(=O)O)=O (4,9-dihydro-7-(butylthio)-9-oxo-pyrazolo[5,1-b]quinazoline-2-carboxylic acid), NaIO4, 1(N), [OH-].[Na+] (NaOH). Run in O (water), O (water). The product is O.C(CCC)S(=O)C1=CC=2C(N3C(NC2C=C1)=CC(=N3)C(=O)O)=O.C(CCC)S(=O)C3=CC=1C(N2C(NC1C=C3)=CC(=N2)C(=O)O)=O (4,9-dihydro-7-(butylsulfinyl)-9-oxo-pyrazolo[5,1-b]-quinazoline-2-carboxylic acid, hemihydrate). Reaction SMILES: [CH2:1]([S:5][C:6]1[CH:15]=[CH:14][C:13]2[NH:12][C:11]3=[CH:16][C:17]([C:19]([OH:21])=[O:20])=[N:18][N:10]3[C:9](=[O:22])[C:8]=2[CH:7]=1)[CH2:2][CH2:3][CH3:4].[OH-:23].[Na+]>O>[OH2:20].[CH2:1]([S:5]([C:6]1[CH:15]=[CH:14][C:13]2[NH:12][C:11]3=[CH:16][C:17]([C:19]([OH:21])=[O:20])=[N:18][N:10]3[C:9](=[O:22])[C:8]=2[CH:7]=1)=[O:23])[CH2:2][CH2:3][CH3:4].[CH2:1]([S:5]([C:6]1[CH:15]=[CH:14][C:13]2[NH:12][C:11]3=[CH:16][C:17]([C:19]([OH:21])=[O:20])=[N:18][N:10]3[C:9](=[O:22])[C:8]=2[CH:7]=1)=[O:23])[CH2:2][CH2:3][CH3:4] |f:1.2,4.5.6|. Procedure details: From 4,9-dihydro-7-(butylthio)-9-oxo-pyrazolo[5,1-b]quinazoline-2-carboxylic acid (3.17 g, 10 mmole), 1(N) NaOH soln (10 ml) in water (150 ml) and NaIO4 (2.14 g; 10 mmole) in water (50 ml); following the procedure of Example 7, there is obtained 4,9-dihydro-7-(butylsulfinyl)-9-oxo-pyrazolo[5,1-b]-quinazoline-2-carboxylic acid, hemihydrate (2.0 g); mp 205°-210° (d) remelts at 260° (d) after crystallization from aq. methanol. Reactants: CCCCCCCCCC=1C=CC(=CC1)O (nonylphenol), C(C1CO1)OC1=C(C=CC=C1)CCCCCCCCC (nonylphenyl glycidyl ether), C(C1CO1)OCC1CO1 (glycidyl ether). Run in O (water), C1CCCCC1 (cyclohexane), O (water), O (water). The product is C(CCCCCCCC)C1=C(OCC(COC2=C(C=CC=C2)CCCCCCCCC)O)C=CC=C1 (1,3-Bis(nonylphenoxy)-2-propanol). Reaction SMILES: [CH3:1][CH2:2][CH2:3][CH2:4][CH2:5][CH2:6][CH2:7][CH2:8][CH2:9][C:10]1[CH:11]=[CH:12][C:13](O)=[CH:14][CH:15]=1.[CH2:17]([O:21][C:22]1[CH:27]=[CH:26][CH:25]=[CH:24][C:23]=1[CH2:28][CH2:29][CH2:30][CH2:31][CH2:32][CH2:33][CH2:34][CH2:35][CH3:36])[CH:18]1[O:20][CH2:19]1.C(OCC1OC1)C1[O:40]C1>O.C1CCCCC1>[CH2:9]([C:10]1[CH:11]=[CH:12][CH:13]=[CH:14][C:15]=1[O:40][CH2:19][CH:18]([OH:20])[CH2:17][O:21][C:22]1[CH:27]=[CH:26][CH:25]=[CH:24][C:23]=1[CH2:28][CH2:29][CH2:30][CH2:31][CH2:32][CH2:33][CH2:34][CH2:35][CH3:36])[CH2:8][CH2:7][CH2:6][CH2:5][CH2:4][CH2:3][CH2:2][CH3:1]. Procedure: To a five neck, two liter round bottom flask equipped with an addition funnel, thermometer, nitrogen dispersant tube, mechanical stirrer, and a decanting head with a water-cooled condenser were added 220 grams (1.00 mole) of nonylphenol and 250 milliliters of cyclohexane. The solution was then heated to reflux and 2.8 grams (1.3 wt. % based on nonylphenol) of potassium hydroxide in 10 ;milliliters of water was slowly added to the flask. After essentially all the water was recovered in the decant... Reactants: CSC1=CC(=NN1)C1=NC2=C(N1COCC[Si](C)(C)C)C=CC(=C2)C(F)(F)F (2-(5-methylsulfanyl-1H-pyrazol-3-yl)-5-trifluoromethyl-1-(2-trimethylsilanyl-ethoxymethyl)-1H-benzoimidazole), CSC1=CC(=NN1)N1C=NC2=C1C=CC(=C2)C(F)(F)F (5-methylsulfanyl-1H-pyrazol-3-yl-5-trifluoromethyl-1H-benzoimidazole). Procedure details: By proceeding in a similar manner to Example 230(a) above but using 2-(5-methylsulfanyl-1H-pyrazol-3-yl)-5-trifluoromethyl-1-(2-trimethylsilanyl-ethoxymethyl)-1H-benzoimidazole [Reference Example 1(d)] there was prepared 2-(5-methylsulfanyl-1H-pyrazol-3-yl-5-trifluoromethyl-1H-benzoimidazole. The product is CSC1=CC(=NN1)C1=NC2=C(N1)C=CC(=C2)C(F)(F)F (2-(5-methylsulfanyl-1H-pyrazol-3-yl)-5-trifluoromethyl-1H-benzoimidazole). Reaction SMILES: [CH3:1][S:2][C:3]1[NH:7][N:6]=[C:5]([C:8]2[N:12](COCC[Si](C)(C)C)[C:11]3[CH:21]=[CH:22][C:23]([C:25]([F:28])([F:27])[F:26])=[CH:24][C:10]=3[N:9]=2)[CH:4]=1.CSC1NN=C(N2C3C=CC(C(F)(F)F)=CC=3N=C2)C=1>>[CH3:1][S:2][C:3]1[NH:7][N:6]=[C:5]([C:8]2[NH:12][C:11]3[CH:21]=[CH:22][C:23]([C:25]([F:28])([F:26])[F:27])=[CH:24][C:10]=3[N:9]=2)[CH:4]=1. Reactants: CC(C)(C)OC(=O)N1CCNCC1, O=C([O-])[O-], CS(C)=O, CCOCC, N#Cc1c(F)cccc1Cl, [K+], [K+]. As a reaction SMILES: [C:1](=[O:2])([O:3][C:4]([CH3:5])([CH3:6])[CH3:7])[N:8]1[CH2:9][CH2:10][NH:11][CH2:12][CH2:13]1.[C:24](=[O:25])([O-:26])[O-:27].[CH3:30][S:31]([CH3:32])=[O:33].[CH3:34][CH2:35][O:36][CH2:37][CH3:38].[F:14][c:15]1[c:16]([C:17]#[N:18])[c:19]([Cl:23])[cH:20][cH:21][cH:22]1.[K+:28].[K+:29]>>[C:1](=[O:2])([O:3][C:4]([CH3:5])([CH3:6])[CH3:7])[N:8]1[CH2:9][CH2:10][N:11]([c:15]2[c:16]([C:17]#[N:18])[c:19]([Cl:23])[cH:20][cH:21][cH:22]2)[CH2:12][CH2:13]1. The product is CC(C)(C)OC(=O)N1CCN(c2cccc(Cl)c2C#N)CC1. The reactants are C(C1=CC=CC=C1)OC=1C=C2C=CC(=CC2=CC1)C1=CC=2N(C(=N1)S(=O)(=O)C)N=CC2 (5-(6-benzyloxy-naphthalen-2-yl)-7-methanesulfonyl-pyrazolo[1,5-c]pyrimidine), C(C1=CC=CC=C1)OC=1C=C2C=CC(=CC2=CC1)C1=CC=2N(C(=N1)S(=O)(=O)C)N=CC2 (5-(6-benzyloxy-naphthalen-2-yl)-7-methanesulfonyl-pyrazolo[1,5-c]pyrimidine), C(C)(C)(C)OC(NC1=CC=C(C=C1)N)=O (4-amino-phenyl-carbamic acid tert-butyl ester). Run at temperature 135 celsius. Product: C(C)(C)(C)OC(NC1=CC=C(C=C1)NC1=NC(=CC=2N1N=CC2)C2=CC1=CC=C(C=C1C=C2)OCC2=CC=CC=C2)=O ({4-[5-(6-Benzyloxy-naphthalen-2-yl)-pyrazolo[1,5-c]pyrimidin-7-ylamino]-phenyl}-carbamic acid tert-butyl ester). Yield: 45.1%. As a reaction SMILES: [CH2:1]([O:8][C:9]1[CH:10]=[C:11]2[C:16](=[CH:17][CH:18]=1)[CH:15]=[C:14]([C:19]1[N:24]=[C:23](S(C)(=O)=O)[N:22]3[N:29]=[CH:30][CH:31]=[C:21]3[CH:20]=1)[CH:13]=[CH:12]2)[C:2]1[CH:7]=[CH:6][CH:5]=[CH:4][CH:3]=1.[C:32]([O:36][C:37](=[O:46])[NH:38][C:39]1[CH:44]=[CH:43][C:42]([NH2:45])=[CH:41][CH:40]=1)([CH3:35])([CH3:34])[CH3:33]>>[C:32]([O:36][C:37](=[O:46])[NH:38][C:39]1[CH:40]=[CH:41][C:42]([NH:45][C:23]2[N:22]3[N:29]=[CH:30][CH:31]=[C:21]3[CH:20]=[C:19]([C:14]3[CH:13]=[CH:12][C:11]4[C:16](=[CH:17][CH:18]=[C:9]([O:8][CH2:1][C:2]5[CH:7]=[CH:6][CH:5]=[CH:4][CH:3]=5)[CH:10]=4)[CH:15]=3)[N:24]=2)=[CH:43][CH:44]=1)([CH3:35])([CH3:33])[CH3:34]. Procedure: A mixture of 5-(6-benzyloxy-naphthalen-2-yl)-7-methanesulfonyl-pyrazolo[1,5-c]pyrimidine (compound D2)(87 mg) and 4-amino-phenyl-carbamic acid tert-butyl ester (208 mg) is heated neat at 130 to 140° C. bath temperature for 20 min. After cooling, the crude product is purified by silica gel flash chromatography. A nearly colorless solid (51 mg, 46%) with melting temperature of 189° C. is obtained. Reactants: C(CCC)[Li] (n-butyllithium), C(CC)N(C1CC2=C(C=CC=C2CC1)Br)CCC (2-Di-n-propylamino-8-bromo-1,2,3,4-tetrahydronaphthalene), FC1=C(C(=O)Cl)C=CC=C1 (o-fluorobenzoyl chloride). Run in C1CCOC1 (THF). Conditions: temperature -78 celsius, time 1 hour. The product is C(CC)N(C1CC2=C(C=CC=C2CC1)C(C1=C(C=CC=C1)F)=O)CCC (2-di-n-propylamino-8-(2'-fluorobenzoyl)-1,2,3,4-tetrahydronaphthalene). The yield is 29.9%. Reaction SMILES: [CH2:1]([N:4]([CH2:16][CH2:17][CH3:18])[CH:5]1[CH2:14][CH2:13][C:12]2[C:7](=[C:8](Br)[CH:9]=[CH:10][CH:11]=2)[CH2:6]1)[CH2:2][CH3:3].C([Li])CCC.[F:24][C:25]1[CH:33]=[CH:32][CH:31]=[CH:30][C:26]=1[C:27](Cl)=[O:28]>C1COCC1>[CH2:1]([N:4]([CH2:16][CH2:17][CH3:18])[CH:5]1[CH2:14][CH2:13][C:12]2[C:7](=[C:8]([C:27](=[O:28])[C:26]3[CH:30]=[CH:31][CH:32]=[CH:33][C:25]=3[F:24])[CH:9]=[CH:10][CH:11]=2)[CH2:6]1)[CH2:2][CH3:3]. Procedure: 2-Di-n-propylamino-8-bromo-1,2,3,4-tetrahydronaphthalene (1.0 g; 3.22 mmol) dissolved in THF (25 ml) was cooled to -78° C., and 2.5 ml of n-butyllithium (1.27M in hexane) were added. After one hour, o-fluorobenzoyl chloride (0.38 ml, 3.22 mmol) was added. The mixture was stirred for 10 minutes at -78° C. after which the reaction was quenched by addition of water at -78° C. The reaction was made basic with NaOH and extracted three times with methylene chloride. The basic extract was dried (Na2SO4... The reactants are ClC=1C=C(COC2=CC=C3C=C(C=NC3=C2)C(C(=O)OCC)(C)C)C=CC1 (Ethyl 2-(7-((3-chlorobenzyl)oxy)quinolin-3-yl)-2-methylpropanoate), [Li+].[OH-] (LiOH). Run in C1CCOC1 (THF), CO (MeOH), O (H2O). Conditions: time 8 hour. Product: ClC=1C=C(COC2=CC=C3C=C(C=NC3=C2)C(C(=O)O)(C)C)C=CC1 (2-(7-((3-Chlorobenzyl)oxy)quinolin-3-yl)-2-methylpropanoic acid). RXN SMILES: [Cl:1][C:2]1[CH:3]=[C:4]([CH:25]=[CH:26][CH:27]=1)[CH2:5][O:6][C:7]1[CH:16]=[C:15]2[C:10]([CH:11]=[C:12]([C:17]([CH3:24])([CH3:23])[C:18]([O:20]CC)=[O:19])[CH:13]=[N:14]2)=[CH:9][CH:8]=1.[Li+].[OH-]>C1COCC1.CO.O>[Cl:1][C:2]1[CH:3]=[C:4]([CH:25]=[CH:26][CH:27]=1)[CH2:5][O:6][C:7]1[CH:16]=[C:15]2[C:10]([CH:11]=[C:12]([C:17]([CH3:24])([CH3:23])[C:18]([OH:20])=[O:19])[CH:13]=[N:14]2)=[CH:9][CH:8]=1 |f:1.2|. Procedure: To a solution of ethyl 2-(7-((3-chlorobenzyl)oxy)quinolin-3-yl)-2-methylpropanoate (Example 59, 300 mg, 0.78 mmol) in THF (2.6 mL) and MeOH (2.6 mL) was added LiOH (54 mg, 2.25 mmol) in H2O (2.6 mL). The reaction was stirred at ambient temperature overnight. The solvents were removed under reduced pressure, 10% HCl (aq.) (5 mL) was added and the precipitate was collected and dried under vacuum, the crude product was used without further purification in the next step. The reactants are COC1=CC=C(CN(C2=NC(=NC(=N2)C)C=2C=C(C=NC2NC=2C=NC(=CC2)OC)CN2CCN(CC2)S(=O)(=O)N(C)C)CC2=CC=C(C=C2)OC)C=C1 (4-((5-(4-(bis(4-methoxybenzyl)amino)-6-methyl-1,3,5-triazin-2-yl)-6-(6-methoxypyridin-3-ylamino)pyridin-3-yl)methyl)-N,N-dimethylpiperazine-1-sulfonamide), FC(C(=O)O)(F)F (trifluoroacetic acid), FC(S(=O)(=O)O)(F)F (trifluoromethanesulfonic acid), CO (MeOH). The solvent is C(Cl)Cl (CH2Cl2). Product: NC1=NC(=NC(=N1)C)C=1C=C(C=NC1NC=1C=NC(=CC1)OC)CN1CCN(CC1)S(=O)(=O)N(C)C (4-((5-(4-amino-6-methyl-1,3,5-triazin-2-yl)-6-(6-methoxypyridin-3-ylamino)pyridin-3-yl)methyl)-N,N-dimethylpiperazine-1-sulfonamide). Isolated yield 77.0%. As a reaction SMILES: COC1C=CC(C[N:8](CC2C=CC(OC)=CC=2)[C:9]2[N:14]=[C:13]([CH3:15])[N:12]=[C:11]([C:16]3[CH:17]=[C:18]([CH2:31][N:32]4[CH2:37][CH2:36][N:35]([S:38]([N:41]([CH3:43])[CH3:42])(=[O:40])=[O:39])[CH2:34][CH2:33]4)[CH:19]=[N:20][C:21]=3[NH:22][C:23]3[CH:24]=[N:25][C:26]([O:29][CH3:30])=[CH:27][CH:28]=3)[N:10]=2)=CC=1.FC(F)(F)C(O)=O.FC(F)(F)S(O)(=O)=O.CO>C(Cl)Cl>[NH2:8][C:9]1[N:14]=[C:13]([CH3:15])[N:12]=[C:11]([C:16]2[CH:17]=[C:18]([CH2:31][N:32]3[CH2:33][CH2:34][N:35]([S:38]([N:41]([CH3:43])[CH3:42])(=[O:40])=[O:39])[CH2:36][CH2:37]3)[CH:19]=[N:20][C:21]=2[NH:22][C:23]2[CH:24]=[N:25][C:26]([O:29][CH3:30])=[CH:27][CH:28]=2)[N:10]=1. Procedure details: A solution of 4-((5-(4-(bis(4-methoxybenzyl)amino)-6-methyl-1,3,5-triazin-2-yl)-6-(6-methoxypyridin-3-ylamino)pyridin-3-yl)methyl)-N,N-dimethylpiperazine-1-sulfonamide (0.210 g, 0.278 mmol) in trifluoroacetic acid (5 mL, 67.3 mmol) and trifluoromethanesulfonic acid (0.2 mL, 0.278 mmol) was stirred at 80° C. for 2 h. The dark solution was cooled down to room temperature and concentrated to a slurry. The slurry was neutralized to pH 8 with aqueous NaHCO3. The precipitate was dissolved in DCM/MeOH ...